describe an organic reaction: reactants, conditions, products, and yield From a dataset of the Open Reaction Database (ORD), a public repository of structured organic reaction records. Reactants: C1COCCO1, Cl, CC(C)(C)OC(=O)N1CCCC(c2cn[nH]c2)C1. Product: Cl, c1n[nH]cc1C1CCCNC1. As a reaction SMILES: [CH2:20]1[O:21][CH2:22][CH2:23][O:24][CH2:25]1.[ClH:19].[nH:1]1[n:2][cH:3][c:4]([CH:6]2[CH2:7][N:8]([C:12]([O:13][C:14]([CH3:15])([CH3:16])[CH3:17])=[O:18])[CH2:9][CH2:10][CH2:11]2)[cH:5]1>>[ClH:19].[nH:1]1[n:2][cH:3][c:4]([CH:6]2[CH2:7][NH:8][CH2:9][CH2:10][CH2:11]2)[cH:5]1. Reactants: NC1=NC=C(C#N)C(=C1)F (6-amino-4-fluoronicotinonitrile), CN1CCC(CC1)O (1-methylpiperidin-4-ol), intermediate 45. Yields the product NC1=NC=C(C#N)C(=C1)OC1CCN(CC1)C (6-amino-4-((1-methylpiperidin-4-yl)oxy)nicotinonitrile). RXN SMILES: [NH2:1][C:2]1[CH:9]=[C:8](F)[C:5]([C:6]#[N:7])=[CH:4][N:3]=1.[CH3:11][N:12]1[CH2:17][CH2:16][CH:15]([OH:18])[CH2:14][CH2:13]1>>[NH2:1][C:2]1[CH:9]=[C:8]([O:18][CH:15]2[CH2:16][CH2:17][N:12]([CH3:11])[CH2:13][CH2:14]2)[C:5]([C:6]#[N:7])=[CH:4][N:3]=1. Reported procedure: From intermediate 21 and 1-methylpiperidin-4-ol, reacted in an analogous manner to the preparation of intermediate 45. (UPLC-MS 3) tR 0.30 min; ESI-MS 233.2 [M+H]+. The reactants are [Al+3], CCOCC, [H-], [H-], [H-], [H-], [Li+], N#CCc1ccccc1-c1ccccc1. Yields the product NCCc1ccccc1-c1ccccc1. RXN SMILES: [Al+3:17].[CH3:22][CH2:23][O:24][CH2:25][CH3:26].[H-:16].[H-:19].[H-:20].[H-:21].[Li+:18].[c:1]1(-[c:7]2[c:8]([CH2:13][C:14]#[N:15])[cH:9][cH:10][cH:11][cH:12]2)[cH:2][cH:3][cH:4][cH:5][cH:6]1>>[c:1]1(-[c:7]2[c:8]([CH2:13][CH2:14][NH2:15])[cH:9][cH:10][cH:11][cH:12]2)[cH:2][cH:3][cH:4][cH:5][cH:6]1.